This data is from the Open Reaction Database (ORD), a public repository of structured organic reaction records. The task is: describe an organic reaction: reactants, conditions, products, and yield The reactants are FC(C=1C=C(C=CC1)N=C=O)(F)F (3-trifluoromethylphenyl isocyanate), COC=1C=C2C(=NC=NC2=CC1OC)NC=1SC2=C(N1)C=CC(=C2)N (N2-(6,7-dimethoxyquinazolin-4-yl)benzothiazole-2,6-diamine). Run in O (water). Yields the product COC=1C=C2C(=NC=NC2=CC1OC)NC=1SC2=C(N1)C=CC(=C2)NC(=O)NC2=CC(=CC=C2)C(F)(F)F (1-[2-(6,7-Dimethoxyquinazolin-4-ylamino)benzothiazol-6-yl]-3-(3-trifluoromethylphenyl)urea), solid. The yield is 71.7%. RXN SMILES: [F:1][C:2]([F:13])([F:12])[C:3]1[CH:4]=[C:5]([N:9]=[C:10]=[O:11])[CH:6]=[CH:7][CH:8]=1.[CH3:14][O:15][C:16]1[CH:17]=[C:18]2[C:23](=[CH:24][C:25]=1[O:26][CH3:27])[N:22]=[CH:21][N:20]=[C:19]2[NH:28][C:29]1[S:30][C:31]2[CH:37]=[C:36]([NH2:38])[CH:35]=[CH:34][C:32]=2[N:33]=1>O>[CH3:14][O:15][C:16]1[CH:17]=[C:18]2[C:23](=[CH:24][C:25]=1[O:26][CH3:27])[N:22]=[CH:21][N:20]=[C:19]2[NH:28][C:29]1[S:30][C:31]2[CH:37]=[C:36]([NH:38][C:10]([NH:9][C:5]3[CH:6]=[CH:7][CH:8]=[C:3]([C:2]([F:12])([F:13])[F:1])[CH:4]=3)=[O:11])[CH:35]=[CH:34][C:32]=2[N:33]=1. Reported procedure: 1-[2-(6,7-Dimethoxyquinazolin-4-ylamino)benzothiazol-6-yl]-3-(3-trifluoromethylphenyl)urea was prepared from 3-trifluoromethylphenyl isocyanate (16 μL, 0.113 mmol) and N2-(6,7-dimethoxyquinazolin-4-yl)benzothiazole-2,6-diamine (40 mg, 0.113 mmol) according to GP 3. The mixture was poured into water (20 mL) and the resulting precipitate was purified by pTLC (dichloromethane:methanol=9:1) to obtain a yellow solid (44 mg, 81 μmol, 72%). LC/ESI-MS: m/z=541 [M+H]+; m/z=539 [M−H]−; Rt=3.59 min.